From a dataset of the Open Reaction Database (ORD), a public repository of structured organic reaction records. describe an organic reaction: reactants, conditions, products, and yield Reactants: C(C(C)C)C1=NN=C(O1)NC1=CC=C(C=C1)C1=CC=C(C=C1)C12COC(CC1)(CC2)CC(=O)OC (methyl 2-(4-(4′-(5-isobutyl-1,3,4-oxadiazol-2-ylamino)biphenyl-4-yl)-2-oxabicyclo[2.2.2]octan-1-yl)acetate), [OH-].[Na+] (NaOH). The product is C(C(C)C)C1=NN=C(O1)NC1=CC=C(C=C1)C1=CC=C(C=C1)C12COC(CC1)(CC2)CC(=O)O (2-(4-(4′-((5-isobutyl-1,3,4-oxadiazol-2-yl)amino)-[1,1′-biphenyl]-4-yl)-2-oxabicyclo[2.2.2]octan-1-yl)acetic acid). RXN SMILES: [CH2:1]([C:5]1[O:9][C:8]([NH:10][C:11]2[CH:16]=[CH:15][C:14]([C:17]3[CH:22]=[CH:21][C:20]([C:23]45[CH2:30][CH2:29][C:26]([CH2:31][C:32]([O:34]C)=[O:33])([CH2:27][CH2:28]4)[O:25][CH2:24]5)=[CH:19][CH:18]=3)=[CH:13][CH:12]=2)=[N:7][N:6]=1)[CH:2]([CH3:4])[CH3:3].[OH-].[Na+]>>[CH2:1]([C:5]1[O:9][C:8]([NH:10][C:11]2[CH:12]=[CH:13][C:14]([C:17]3[CH:22]=[CH:21][C:20]([C:23]45[CH2:28][CH2:27][C:26]([CH2:31][C:32]([OH:34])=[O:33])([CH2:29][CH2:30]4)[O:25][CH2:24]5)=[CH:19][CH:18]=3)=[CH:15][CH:16]=2)=[N:7][N:6]=1)[CH:2]([CH3:4])[CH3:3] |f:1.2|. Procedure details: The title compound was prepared analogous to Example 4, Step 4 starting from methyl 2-(4-(4′-(5-isobutyl-1,3,4-oxadiazol-2-ylamino)biphenyl-4-yl)-2-oxabicyclo[2.2.2]octan-1-yl)acetate (56 mg, 0.12 mmol) and NaOH (0.35 ml, 0.35 mmol). After acidification with 1N HCl, the slurry was filtered and washed with water to afford the title compound as white solid after drying (52 mg, 97% yield). HR/MS (M+H)+ found 462.2399. calc. 462.2406. RT: 2.40 (Condition L). 1H NMR (400 MHz, DMSO-d6) δ ppm 10.02-10.... Starting materials: Cl (hydrochloric acid), crude product, C(CCCC)OC1=C(C(C(=O)OC)=CC=C1)C(=O)OC (dimethyl 3-pentyloxyphthalate), [OH-].[Na+] (sodium hydroxide). Solvent: CO (methanol). Run at temperature 90 celsius, time 2 hour. Product: C(CCCC)OC1=C(C(C(=O)O)=CC=C1)C(=O)O (3-pentyloxyphthalic acid). Reaction SMILES: [CH2:1]([O:6][C:7]1[CH:16]=[CH:15][CH:14]=[C:9]([C:10]([O:12]C)=[O:11])[C:8]=1[C:17]([O:19]C)=[O:18])[CH2:2][CH2:3][CH2:4][CH3:5].[OH-].[Na+].Cl>CO>[CH2:1]([O:6][C:7]1[CH:16]=[CH:15][CH:14]=[C:9]([C:10]([OH:12])=[O:11])[C:8]=1[C:17]([OH:19])=[O:18])[CH2:2][CH2:3][CH2:4][CH3:5] |f:1.2|. Procedure: 3-Hydroxyphthalic anhydride (1.0 g, 6.6 mmol) was dissolved in methanol (20 ml), and a catalytic amount of p-toluene sulfonic acid was added to this solution. The mixture was stirred with refluxing under heating for 5 hours, and concentrated under reduced pressure to give a crude product of dimethyl 3-hydroxyphthalate. The crude product of dimethyl 3-hydroxyphthalate was dissolved in DMF (20 ml), and potassium carbonate (6 g, 43 mmol) and n-amyl bromide (3 ml, 24 mmol) were added to this solutio... Starting materials: resultant mixture, resultant mixture, C([O-])([O-])=O.[Na+].[Na+] (sodium carbonate), NCCN1CCN(CC1)CCCSC1=CC=CC=C1 (1-(2-aminoethyl)-4-[3-(phenylthio)propyl]piperazine), ClC1=CC=C(C=2C=CC=NC12)S(=O)(=O)O (8-chloro-5-quinolinesulfonic acid), S(=O)(Cl)Cl (thionyl chloride). Solvent: ice water, C(C)N(CC)CC (triethylamine), ClCCl (dichloromethane), ClCCl (dichloromethane), CN(C=O)C (dimethylformamide). Yields the product ClC1=CC=C(C=2C=CC=NC12)S(=O)(=O)NCCN1CCN(CC1)CCCSC1=CC=CC=C1 (1-(8-chloro-5-quinolinesulfonylaminoethyl)-4-[3-(phenylthio)propyl]piperazine). The yield is 72.0%. Reaction SMILES: [Cl:1][C:2]1[C:11]2[N:10]=[CH:9][CH:8]=[CH:7][C:6]=2[C:5]([S:12]([OH:15])(=[O:14])=O)=[CH:4][CH:3]=1.S(Cl)(Cl)=O.C(=O)([O-])[O-].[Na+].[Na+].[NH2:26][CH2:27][CH2:28][N:29]1[CH2:34][CH2:33][N:32]([CH2:35][CH2:36][CH2:37][S:38][C:39]2[CH:44]=[CH:43][CH:42]=[CH:41][CH:40]=2)[CH2:31][CH2:30]1>C(N(CC)CC)C.ClCCl.CN(C)C=O>[Cl:1][C:2]1[C:11]2[N:10]=[CH:9][CH:8]=[CH:7][C:6]=2[C:5]([S:12]([NH:26][CH2:27][CH2:28][N:29]2[CH2:34][CH2:33][N:32]([CH2:35][CH2:36][CH2:37][S:38][C:39]3[CH:40]=[CH:41][CH:42]=[CH:43][CH:44]=3)[CH2:31][CH2:30]2)(=[O:14])=[O:15])=[CH:4][CH:3]=1 |f:2.3.4|. Procedure: To 14.2 g of 8-chloro-5-quinolinesulfonic acid were added 142 ml of thionyl chloride and 1.42 ml of dimethylformamide. The resultant mixture was heated under reflux for 3 hours and the thionyl chloride was removed by distillation under reduced pressure to obtain a residue. The thus obtained residue was dissolved in 100 ml of ice water and adjusted to a pH of 6 with a saturated aqueous sodium carbonate solution, followed by extraction with 100 ml of dichloromethane to obtain a dichloromethane pha...